This data is from the Open Reaction Database (ORD), a public repository of structured organic reaction records. The task is: describe an organic reaction: reactants, conditions, products, and yield The reactants are C([O-])([O-])=O.[K+].[K+] (potassium carbonate), O (water), COC1=CC=2C=C3N(C2C=C1)CC(C3=O)CC3CCN(CC3)CC3=CC=CC=C3 (2,3-dihydro-7-methoxy-2-[[1-(phenylmethyl)-4-piperidinyl]methyl]-1H-pyrrolo[1,2-a]indol-1-one), C([O-])([O-])=O.[K+].[K+] (potassium carbonate), B(Br)(Br)Br (Boron tribromide). Solvent: C(Cl)Cl (methylene chloride). Conditions: temperature -78 celsius, time 1 hour. Yields the product OC1=CC=2C=C3N(C2C=C1)CC(C3=O)CC3CCN(CC3)CC3=CC=CC=C3 (2,3-dihydro-7-hydroxy-2-[[1-(phenylmethyl)-4-piperidinyl]methyl]-1H-pyrrolo[1,2-a]indol-1one). Yield: 107.1%. As a reaction SMILES: C[O:2][C:3]1[CH:11]=[CH:10][C:9]2[N:8]3[CH2:12][CH:13]([CH2:16][CH:17]4[CH2:22][CH2:21][N:20]([CH2:23][C:24]5[CH:29]=[CH:28][CH:27]=[CH:26][CH:25]=5)[CH2:19][CH2:18]4)[C:14](=[O:15])[C:7]3=[CH:6][C:5]=2[CH:4]=1.C(=O)([O-])[O-].[K+].[K+].B(Br)(Br)Br.O>C(Cl)Cl>[OH:2][C:3]1[CH:11]=[CH:10][C:9]2[N:8]3[CH2:12][CH:13]([CH2:16][CH:17]4[CH2:22][CH2:21][N:20]([CH2:23][C:24]5[CH:25]=[CH:26][CH:27]=[CH:28][CH:29]=5)[CH2:19][CH2:18]4)[C:14](=[O:15])[C:7]3=[CH:6][C:5]=2[CH:4]=1 |f:1.2.3|. Procedure: A solution of 2,3-dihydro-7-methoxy-2-[[1-(phenylmethyl)-4-piperidinyl]methyl]-1H-pyrrolo[1,2-a]indol-1-one (1.599 g, 4.12 mmol) in 95 ml of methylene chloride was treated with potassium carbonate (5.696 g, 41.2 mmol) and cooled to -78° C. Boron tribromide (BBr3) was added dropwise to the cooled solution. After addition, the resulting solution was stirred at 0° C. for one hour, then at room temperature overnight. The mixture was treated with 36 g of potassium carbonate and 100 ml of water and st...